The task is: describe an organic reaction: reactants, conditions, products, and yield. This data is from the Open Reaction Database (ORD), a public repository of structured organic reaction records. The reactants are CO, ClC(Cl)Cl, [Na+], O=C([O-])O, CC(C)(C)OC(=O)N(Cc1cc2c(cn1)OCCO2)C1CCNCC1, N#Cc1ccc2ccc(=O)n(CC=O)c2n1. Yields the product CC(C)(C)OC(=O)N(Cc1cc2c(cn1)OCCO2)C1CCN(CCn2c(=O)ccc3ccc(C#N)nc32)CC1. RXN SMILES: [CH3:42][OH:43].[CH:49]([Cl:50])([Cl:51])[Cl:52].[Na+:48].[O-:44][C:45]([OH:46])=[O:47].[O:17]1[CH2:18][CH2:19][O:20][c:21]2[cH:22][n:23][c:24]([CH2:27][N:28]([C:29]([O:30][C:31]([CH3:32])([CH3:33])[CH3:34])=[O:35])[CH:36]3[CH2:37][CH2:38][NH:39][CH2:40][CH2:41]3)[cH:25][c:26]21.[O:1]=[c:2]1[cH:3][cH:4][c:5]2[cH:6][cH:7][c:8]([C:15]#[N:16])[n:9][c:10]2[n:11]1[CH2:12][CH:13]=[O:14]>>[O:1]=[c:2]1[cH:3][cH:4][c:5]2[cH:6][cH:7][c:8]([C:15]#[N:16])[n:9][c:10]2[n:11]1[CH2:12][CH2:13][N:39]1[CH2:38][CH2:37][CH:36]([N:28]([CH2:27][c:24]2[n:23][cH:22][c:21]3[c:26]([cH:25]2)[O:17][CH2:18][CH2:19][O:20]3)[C:29]([O:30][C:31]([CH3:32])([CH3:33])[CH3:34])=[O:35])[CH2:41][CH2:40]1. Reactants: ClC(=O)OCC(C)C (isobutyl chloroformate), C(=O)(O)C=1C=C2C=CC(NC2=CC1)=O (6-carboxycarbostyril), C(C1=CC=CC=C1)N1CCNCC1 (benzylpiperazine), C([O-])(O)=O.[Na+] (sodium bicarbonate). The solvent is CN(C=O)C (dimethylformamide), CN(C=O)C (dimethylformamide), C(C)N(CC)CC (triethylamine), CN(C=O)C (dimethylformamide). Yields the product O.Cl.C(C1=CC=CC=C1)N1CCN(CC1)C(=O)C=1C=C2C=CC(NC2=CC1)=O (6-(4-benzyl-1-piperazinylcarbonyl)carbostyril monohydrochloride monohydrate). As a reaction SMILES: [C:1]([C:4]1[CH:5]=[C:6]2[C:11](=[CH:12][CH:13]=1)[NH:10][C:9](=[O:14])[CH:8]=[CH:7]2)([OH:3])=[O:2].[Cl:15]C(OCC(C)C)=O.[CH2:23]([N:30]1[CH2:35][CH2:34][NH:33][CH2:32][CH2:31]1)[C:24]1[CH:29]=[CH:28][CH:27]=[CH:26][CH:25]=1.C(=O)(O)[O-].[Na+]>CN(C)C=O.C(N(CC)CC)C>[OH2:2].[ClH:15].[CH2:23]([N:30]1[CH2:35][CH2:34][N:33]([C:1]([C:4]2[CH:5]=[C:6]3[C:11](=[CH:12][CH:13]=2)[NH:10][C:9](=[O:14])[CH:8]=[CH:7]3)=[O:3])[CH2:32][CH2:31]1)[C:24]1[CH:25]=[CH:26][CH:27]=[CH:28][CH:29]=1 |f:3.4,7.8.9|. Procedure details: 34.5 Grams of 6-carboxycarbostyril and 31 ml of triethylamine were dissolved in 350 ml of dimethylformamide and stirred at a room temperature. Then 28 ml of isobutyl chloroformate in 14 ml of dimethylformamide solution was added dropwise to the former solution. After stirring at a room temperature for 1 hour, 37 g of benzylpiperazine in 21 ml of dimethylformamide solution was added dropwise to the reaction mixture and stirred at a room temperature for 10 hours. The reaction mixture was poured in... The reactants are CC(C)C(=O)O, CCOC(=O)c1c(C)nc2cccc(OCC3CCCN3)c2c1N. Yields the product CCOC(=O)c1c(C)nc2cccc(OCC3CCCN3C(=O)C(C)C)c2c1N. As a reaction SMILES: [CH3:25][CH:26]([CH3:27])[C:28]([OH:29])=[O:30].[NH2:1][c:2]1[c:3]([C:20](=[O:21])[O:22][CH2:23][CH3:24])[c:4]([CH3:19])[n:5][c:6]2[cH:7][cH:8][cH:9][c:10]([O:12][CH2:13][CH:14]3[NH:15][CH2:16][CH2:17][CH2:18]3)[c:11]12>>[NH2:1][c:2]1[c:3]([C:20](=[O:21])[O:22][CH2:23][CH3:24])[c:4]([CH3:19])[n:5][c:6]2[cH:7][cH:8][cH:9][c:10]([O:12][CH2:13][CH:14]3[N:15]([C:28]([CH:26]([CH3:25])[CH3:27])=[O:29])[CH2:16][CH2:17][CH2:18]3)[c:11]12. Reactants: ClC1=CC=C(C=N1)/C=C/C(=O)OCC (ethyl (2E)-3-(6-chloro-3-pyridyl)acrylate), 2′-(dicyclohexylphosphino)-N,N-dimethyl-2-diphenylamine, C([O-])([O-])=O.[Cs+].[Cs+] (cesium carbonate), ClC1=CC=C(C(=O)N2C[C@@H](CC2)N)C=C1 ((3R)-1-(4-chlorobenzoyl)-3-pyrrolidinamine). Reagents/catalysts: C(C)(=O)[O-].[Pd+2].C(C)(=O)[O-] (palladium(II) acetate). The solvent is CCOC(=O)C (AcOEt). Conditions: temperature 90 celsius. Product: ClC1=CC=C(C(=O)N2C[C@@H](CC2)NC2=CC=C(C=N2)/C=C/C(=O)OCC)C=C1 (ethyl (2E)-3-(6-{[(3R)-1-(4-chlorobenzoyl)-3-pyrrolidinyl]amino}-3-pyridyl)acrylate). The yield is 32.7%. As a reaction SMILES: Cl[C:2]1[N:7]=[CH:6][C:5](/[CH:8]=[CH:9]/[C:10]([O:12][CH2:13][CH3:14])=[O:11])=[CH:4][CH:3]=1.C(=O)([O-])[O-].[Cs+].[Cs+].[Cl:21][C:22]1[CH:35]=[CH:34][C:25]([C:26]([N:28]2[CH2:32][CH2:31][C@@H:30]([NH2:33])[CH2:29]2)=[O:27])=[CH:24][CH:23]=1>CCOC(C)=O.C([O-])(=O)C.[Pd+2].C([O-])(=O)C>[Cl:21][C:22]1[CH:35]=[CH:34][C:25]([C:26]([N:28]2[CH2:32][CH2:31][C@@H:30]([NH:33][C:2]3[N:7]=[CH:6][C:5](/[CH:8]=[CH:9]/[C:10]([O:12][CH2:13][CH3:14])=[O:11])=[CH:4][CH:3]=3)[CH2:29]2)=[O:27])=[CH:24][CH:23]=1 |f:1.2.3,6.7.8|. Procedure details: To a solution of ethyl (2E)-3-(6-chloro-3-pyridyl)acrylate (3.5 g) in dioxene (70 mL) was added palladium(II) acetate (371 mg) and 2′-(dicyclohexylphosphino)-N,N-dimethyl-2-diphenylamine (110 mg) and cesium carbonate (583 mg), and (3R)-1-(4-chlorobenzoyl)-3-pyrrolidinamine (4.09 g). The mixture was heated at 90° C. for 3 hours. The resulting mixture was diluted with AcOEt, and the precipitate was removed by filtration. The filtrate was concentrated and residual brown oil was purified by purified...